Dataset: the Open Reaction Database (ORD), a public repository of structured organic reaction records. Task: describe an organic reaction: reactants, conditions, products, and yield Starting materials: ClCCCI (1-chloro-3-iodopropane), COC1=CC2=C(CC(NCC2)=O)C=C1 (7-methoxy-1,3,4,5-tetrahydro-2H-3-benzazepin-2-one), [H-].[Na+] (sodium hydride), oil, C(C)(=O)OCC (ethyl acetate). The solvent is CN(C(N(C)C)=O)C (tetramethylurea), CN(C(N(C)C)=O)C (tetramethylurea). Reaction conditions: time 2 hour. Product: COC1=CC2=C(CC(N(CC2)CCCCl)=O)C=C1 (1-(7-Methoxy-1,3,4,5-tetrahydro-2H-3-benzazepin-2-on-3-yl)-3-chloropropane). Reaction SMILES: [CH3:1][O:2][C:3]1[CH:14]=[CH:13][C:6]2[CH2:7][C:8](=[O:12])[NH:9][CH2:10][CH2:11][C:5]=2[CH:4]=1.[H-].[Na+].[Cl:17][CH2:18][CH2:19][CH2:20]I.C(OCC)(=O)C>CN(C)C(=O)N(C)C>[CH3:1][O:2][C:3]1[CH:14]=[CH:13][C:6]2[CH2:7][C:8](=[O:12])[N:9]([CH2:20][CH2:19][CH2:18][Cl:17])[CH2:10][CH2:11][C:5]=2[CH:4]=1 |f:1.2|. Procedure details: First, 7-methoxy-1,3,4,5-tetrahydro-2H-3-benzazepin-2-one (1.15 g, 6 mmol) is dissolved in absolute tetramethylurea (30 ml), mixed with 55% sodium hydride dispersion in oil (300 mg) and stirred for 2 hours at 20°-25° C. under a nitrogen atmosphere. The resulting reaction mixture is added dropwise, with stirring, at 15°-20° C. under a nitrogen atmosphere to 1-chloro-3-iodopropane (1.6 g, 7.8 mmol) dissolved in tetramethylurea (20 ml) and stirred for 3 hours at ambient temperature. Then, ethyl ace... Reactants: ClCl (chlorine), C23H21ClN4O2, C(#C)C=1C=C(C(=O)O)C=CC1C(=O)N1CCCC1 (3-ethynyl-4-(pyrrolidin-1-ylcarbonyl)benzoic acid), CN(C)C(=[N+](C)C)ON1C2=C(C=CC=C2)N=N1.[B-](F)(F)(F)F (TBTU), C(C)(C)N(CC)C(C)C (diisopropylethylamine), ClC1=CC2=C(N=C(N2)C(C)N)C=C1 (rac.-1-(5-chlorobenzimidazol-2-yl)ethylamine). Run in ClCCl.C(C)O (dichloromethane ethanol), O1CCCC1 (tetrahydrofuran). Product: ClC1=CC2=C(NC(=N2)C(C)NC(C2=CC(=C(C=C2)C(=O)N2CCCC2)C#C)=O)C=C1 (rac.-N-[1-(5-chloro-1H-benzimidazol-2-yl)ethyl]-3-ethynyl-4-(pyrrolidin-1-ylcarbonyl)benzamide). The yield is 46.0%. RXN SMILES: [C:1]([C:3]1[CH:4]=[C:5]([CH:9]=[CH:10][C:11]=1[C:12]([N:14]1[CH2:18][CH2:17][CH2:16][CH2:15]1)=[O:13])[C:6]([OH:8])=O)#[CH:2].CN(C(ON1N=NC2C=CC=CC1=2)=[N+](C)C)C.[B-](F)(F)(F)F.C(N(C(C)C)CC)(C)C.[Cl:50][C:51]1[CH:62]=[CH:61][C:54]2[N:55]=[C:56]([CH:58]([NH2:60])[CH3:59])[NH:57][C:53]=2[CH:52]=1.ClCl>O1CCCC1.ClCCl.C(O)C>[Cl:50][C:51]1[CH:62]=[CH:61][C:54]2[NH:55][C:56]([CH:58]([NH:60][C:6](=[O:8])[C:5]3[CH:9]=[CH:10][C:11]([C:12]([N:14]4[CH2:18][CH2:17][CH2:16][CH2:15]4)=[O:13])=[C:3]([C:1]#[CH:2])[CH:4]=3)[CH3:59])=[N:57][C:53]=2[CH:52]=1 |f:1.2,7.8|. Reported procedure: Prepared analogously to Example 1g from 3-ethynyl-4-(pyrrolidin-1-ylcarbonyl)benzoic acid, TBTU, diisopropylethylamine, and rac.-1-(5-chlorobenzimidazol-2-yl)ethylamine in tetrahydrofuran. Yield: 46%; Rf value: 0.48 (silica gel; dichloromethane/ethanol=9:1); C23H21ClN4O2 (420.90); mass spectrum: (M+H)+=421/423 (chlorine isotope).